From a dataset of the Open Reaction Database (ORD), a public repository of structured organic reaction records. describe an organic reaction: reactants, conditions, products, and yield The reactants are [Si](C)(C)(C(C)(C)C)O[C@H]([C@H](C(=O)NNC(C1=CC=C(C=C1)C#N)=O)NC1=C(C(=C(C=C1)C#N)C(F)(F)F)C)C (N′-((2R,3S)-3-(tert-butyldimethylsilyloxy)-2-(4-cyano-2-methyl-3-(trifluoromethyl)phenylamino)butanoyl)-4-cyanobenzohydrazide), PPh3 I2 TEA, C1(=CC=CC=C1)P(C1=CC=CC=C1)C1=CC=CC=C1 (Triphenylphosphine), II (I2), TEA. Solvent: C(Cl)Cl (DCM), C(Cl)Cl (DCM). Yields the product [Si](C)(C)(C(C)(C)C)O[C@H]([C@H](C=1OC(=NN1)C1=CC=C(C=C1)C#N)NC1=C(C(=C(C#N)C=C1)C(F)(F)F)C)C (4-((1R,2S)-2-(tert-Butyldimethylsilyloxy)-1-(5-(4-cyanophenyl)-1,3,4-oxadiazol-2-yl)propylamino)-3-methyl-2-(trifluoromethyl)benzonitrile). The yield is 98.8%. Reaction SMILES: C1(P(C2C=CC=CC=2)C2C=CC=CC=2)C=CC=CC=1.II.[Si:22]([O:29][C@@H:30]([CH3:60])[C@@H:31]([NH:46][C:47]1[CH:52]=[CH:51][C:50]([C:53]#[N:54])=[C:49]([C:55]([F:58])([F:57])[F:56])[C:48]=1[CH3:59])[C:32]([NH:34][NH:35][C:36](=O)[C:37]1[CH:42]=[CH:41][C:40]([C:43]#[N:44])=[CH:39][CH:38]=1)=[O:33])([C:25]([CH3:28])([CH3:27])[CH3:26])([CH3:24])[CH3:23]>C(Cl)Cl>[Si:22]([O:29][C@@H:30]([CH3:60])[C@@H:31]([NH:46][C:47]1[CH:52]=[CH:51][C:50]([C:53]#[N:54])=[C:49]([C:55]([F:58])([F:56])[F:57])[C:48]=1[CH3:59])[C:32]1[O:33][C:36]([C:37]2[CH:42]=[CH:41][C:40]([C:43]#[N:44])=[CH:39][CH:38]=2)=[N:35][N:34]=1)([C:25]([CH3:26])([CH3:28])[CH3:27])([CH3:23])[CH3:24]. Procedure details: Triphenylphosphine (374 mg, 1.43 mmol) was dissolved in 25 mL of DCM followed by addition of I2 (362 mg, 1.43 mmol) and TEA (289 mg, 2.85 mmol) at 0° C. N′-((2R,3S)-3-(tert-butyldimethylsilyloxy)-2-(4-cyano-2-methyl-3-(trifluoromethyl)phenylamino)butanoyl)-4-cyanobenzohydrazide (400 mg, 0.71 mmol) in 15 mL DCM was added to the precooled solution mixture of PPh3/I2/TEA system and stirred. The temperature was allowed to rise to room temperature and stirred for an additional 10 min. The reaction wa... The reactants are Cl (hydrochloric acid), N1=C(C=CC=C1)C=O (2-pyridinecarboxaldehyde), CNC (dimethylamine), [C-]#N.[K+] (potassium cyanide), aqueous solution. Solvent: O (water). Run at time 8 hour. Product: CN(C(C#N)C1=NC=CC=C1)C (2-dimethylamino-2-(2-pyridyl)acetonitrile). RXN SMILES: [N:1]1[CH:6]=[CH:5][CH:4]=[CH:3][C:2]=1[CH:7]=O.[CH3:9][NH:10][CH3:11].Cl.[C-:13]#[N:14].[K+]>O>[CH3:9][N:10]([CH3:11])[CH:7]([C:2]1[CH:3]=[CH:4][CH:5]=[CH:6][N:1]=1)[C:13]#[N:14] |f:3.4|. Reported procedure: To cold 2-pyridinecarboxaldehyde (21.4 g., 0.2 mole) is added dimethylamine (22.5 g. of a 40% aqueous solution, 0.2 mole) and the solution is neutralized with concentrated hydrochloric acid. To the stirred neutralized solution is added 14.4 g. (0.22 mole) of potassium cyanide. The mixture is stirred overnight, then diluted with water, transferred to a separatory funnel and repeatedly extracted with chloroform. The combined chloroform extracts are washed three times with water, once with brine an... Reactants: ClC1=CC=NC2=CC(=C(C=C12)C(=O)OC)OC (4-Chloro-7-methoxy-6-methoxycarbonylquinoline), ClC1=CC(=C(N)C=C1)F (4-chloro-2-fluoroaniline). The solvent is C1(CCCCC1)O (cyclohexanol). Run at temperature 130 celsius, time 3 hour. Product: ClC1=CC(=C(NC2=CC=NC3=CC(=C(C=C23)C(=O)OC)OC)C=C1)F (4-(4-chloro-2-fluoroanilino)-7-methoxy-6-methoxycarbonylquinoline). The yield is 28.7%. RXN SMILES: Cl[C:2]1[C:11]2[C:6](=[CH:7][C:8]([O:16][CH3:17])=[C:9]([C:12]([O:14][CH3:15])=[O:13])[CH:10]=2)[N:5]=[CH:4][CH:3]=1.[Cl:18][C:19]1[CH:25]=[CH:24][C:22]([NH2:23])=[C:21]([F:26])[CH:20]=1>C1(O)CCCCC1>[Cl:18][C:19]1[CH:25]=[CH:24][C:22]([NH:23][C:2]2[C:11]3[C:6](=[CH:7][C:8]([O:16][CH3:17])=[C:9]([C:12]([O:14][CH3:15])=[O:13])[CH:10]=3)[N:5]=[CH:4][CH:3]=2)=[C:21]([F:26])[CH:20]=1. Reported procedure: 4-Chloro-7-methoxy-6-methoxycarbonylquinoline (1.4 g, 5.5 mmol) was dissolved in cyclohexanol (30 ml) and 4-chloro-2-fluoroaniline (0.786 g, 5.8 mmol) was added. The mixture was heated at 130° C. for 1 hour then at 160° C. for 3hours. The solvent was removed by evaporation and the residue was purified by flash chromatography eluting with methylene chloride/ethylacetate (100/0 increasing to 50/50). The solvent was removed by evaporation and the solid was triturated with ether/isohexanes. The soli... Yield: 94.1%. Run in CS(=O)C (DMSO). RXN SMILES: [CH3:1][S:2]([C:5]1[CH:10]=[CH:9][C:8](Cl)=[CH:7][CH:6]=1)(=[O:4])=[O:3].[CH2:12]([C:19]1[CH:24]=[CH:23][C:22]([OH:25])=[CH:21][CH:20]=1)[C:13]1[CH:18]=[CH:17][CH:16]=[CH:15][CH:14]=1.C([O-])([O-])=O.[K+].[K+]>CS(C)=O>[CH3:1][S:2]([C:5]1[CH:10]=[CH:9][C:8]([O:25][C:22]2[CH:21]=[CH:20][C:19]([CH2:12][C:13]3[CH:14]=[CH:15][CH:16]=[CH:17][CH:18]=3)=[CH:24][CH:23]=2)=[CH:7][CH:6]=1)(=[O:4])=[O:3] |f:2.3.4|. Product: CS(=O)(=O)C1=CC=C(OC2=CC=C(C=C2)CC2=CC=CC=C2)C=C1 (1-(4-(Methylsulfonyl)phenoxy)-4-(phenylmethyl)benzene). Procedure details: A slurry of 5.72 g of 4-chlorophenyl methyl sulfone, 6.08 g of 4-benzylphenol and 4.56 g of K2CO3 in 150 ml of DMSO was heated at 160° C. for 8.5 hrs. The product (9.55 g, 94.1% yield) was recovered from the reaction mixture essentially as described in Example 18. Recrystallization from 2-propanol and then from aqueous acetic acid afforded purified 1-(4-(methylsulfonyl)phenoxy)-4-(phenylmethyl)benzene, mp 109°-110° C. Reactants: CS(=O)(=O)C1=CC=C(C=C1)Cl (4-chlorophenyl methyl sulfone), C(C1=CC=CC=C1)C1=CC=C(C=C1)O (4-benzylphenol), C(=O)([O-])[O-].[K+].[K+] (K2CO3). The reactants are C(=O)=O (dry ice), C(CCC)[Li] (n-butyllithium), BrC=1C(=C2C(=C(C1)C)SCCC21OCCO1)C (6-bromo-5,8-dimethylspiro[thiochromane-4,2′-[1,3]dioxolane]). Solvent: CCCCCC (hexane), O1CCCC1 (tetrahydrofuran), CCCCCC (hexane). Conditions: temperature -65 celsius, time 1 hour. The product is CC1=C2C(CCSC2=C(C=C1C(=O)O)C)=O (5,8-Dimethyl-4-oxo-6-thiochromanecarboxylic acid). As a reaction SMILES: Br[C:2]1[C:3]([CH3:17])=[C:4]2[C:12]3([O:16]CCO3)[CH2:11][CH2:10][S:9][C:5]2=[C:6]([CH3:8])[CH:7]=1.C([Li])CCC.[C:23](=[O:25])=[O:24]>O1CCCC1.CCCCCC>[CH3:17][C:3]1[C:2]([C:23]([OH:25])=[O:24])=[CH:7][C:6]([CH3:8])=[C:5]2[C:4]=1[C:12](=[O:16])[CH2:11][CH2:10][S:9]2. Procedure: 46.38 g (0.15 mol) of 6-bromo-5,8-dimethylspiro[thiochromane-4,2′-[1,3]dioxolane] were dissolved in 500 ml of tetrahydrofuran and cooled to −65° C. 80 ml (0.2 mol) of 2.5 M n-butyllithium in hexane were subsequently slowly added dropwise such that the temperature did not exceed −55° C. The mixture was stirred for another 1 h, and 90 g of dry ice were then added a little at a time. The solution was subsequently allowed to warm to room temperature, 500 ml of hexane were added and the precipitate w...